From a dataset of the Open Reaction Database (ORD), a public repository of structured organic reaction records. describe an organic reaction: reactants, conditions, products, and yield Starting materials: solution, C(CCC)[Li] (n-butyllithium), C(C)(C)(C)[C@H]1O[C@](C(O1)=O)(C)CC ((2S,5R)-2-(tert-butyl)-5-ethyl-5-methyl-1,3-dioxolan-4-one), 2s, BrC1=CC=C(C=C1)SC (4-bromothioanisole). Run in CCCCCC (hexane), TBF, C1CCOC1 (THF). Reaction conditions: temperature -50 celsius, time 1 hour. The product is C(C)(C)(C)[C@H]1O[C@@](C(O1)(O)C1=CC=C(C=C1)SC)(C)CC ((2S,5S)-2-(tert-butyl)-5-ethyl-5-methyl-4-[4-(methylthio) phenyl]-1,3-dioxolan-4-ol). Reaction SMILES: Br[C:2]1[CH:7]=[CH:6][C:5]([S:8][CH3:9])=[CH:4][CH:3]=1.C([Li])CCC.[C:15]([C@@H:19]1[O:23][C:22](=[O:24])[C@:21]([CH2:26][CH3:27])([CH3:25])[O:20]1)([CH3:18])([CH3:17])[CH3:16]>C1COCC1.CCCCCC>[C:15]([C@@H:19]1[O:23][C:22]([C:2]2[CH:7]=[CH:6][C:5]([S:8][CH3:9])=[CH:4][CH:3]=2)([OH:24])[C@@:21]([CH2:26][CH3:27])([CH3:25])[O:20]1)([CH3:18])([CH3:17])[CH3:16]. Reported procedure: A solution of 4-bromothioanisole (48.5 g) in THF (600 mL) was cooled to -70° C. and a 2.5M solution of n-butyllithium in hexane (96 mL) was slowly added over 20 min. The resulting suspension was stirred for 1 h allowing the temperature of the cooling bath to raise to -50° C. It was then cooled back to -70° C. and a solution of dioxolanone from Step 2 (29.8 g) in TBF (100 mL) was added dropwise over 30 min. The reaction was allowed to proceed for another 30 min. and then quenched with AcOH (23 mL... Starting materials: CC(=O)OC(C)=O, Cc1nc(N)cc(Cl)n1, [Na+], O=C([O-])O, c1ccncc1. Yields the product CC(=O)Nc1cc(Cl)nc(C)n1. As a reaction SMILES: [CH3:16][C:17](=[O:18])[O:19][C:20](=[O:21])[CH3:22].[Cl:1][c:2]1[cH:3][c:4]([NH2:9])[n:5][c:6]([CH3:8])[n:7]1.[Na+:27].[O-:23][C:24]([OH:25])=[O:26].[cH:10]1[cH:11][cH:12][n:13][cH:14][cH:15]1>>[Cl:1][c:2]1[cH:3][c:4]([NH:9][C:17]([CH3:16])=[O:18])[n:5][c:6]([CH3:8])[n:7]1.